From a dataset of the Open Reaction Database (ORD), a public repository of structured organic reaction records. describe an organic reaction: reactants, conditions, products, and yield Starting materials: COC(CC1=CC(=C(C=C1)OC)OC1=C(C=C(C=C1)Br)CN1C(O[C@@H]([C@@H]1C)C1=CC=CC=C1)=O)=O ({3-[4-bromo-2-((4S,5R)-4-methyl-2-oxo-5-phenyl-oxazolidin-3-ylmethyl)-phenoxy]-4-methoxy-phenyl}-acetic acid methyl ester), COC1=CC=C(C=C1)B(O)O (4-methoxyphenylboronic acid). Product: BrC1=CC(=C(OC=2C=C(C=CC2OC)CC(=O)O)C=C1)CN1C(O[C@@H]([C@@H]1C)C1=CC=CC=C1)=O ({3-[4-Bromo-2-((4S,5R)-4-methyl-2-oxo-5-phenyl-oxazolidin-3-ylmethyl)-phenoxy]-4-methoxy-phenyl}-acetic acid). RXN SMILES: C[O:2][C:3](=[O:35])[CH2:4][C:5]1[CH:10]=[CH:9][C:8]([O:11][CH3:12])=[C:7]([O:13][C:14]2[CH:19]=[CH:18][C:17]([Br:20])=[CH:16][C:15]=2[CH2:21][N:22]2[C@@H:26]([CH3:27])[C@@H:25]([C:28]3[CH:33]=[CH:32][CH:31]=[CH:30][CH:29]=3)[O:24][C:23]2=[O:34])[CH:6]=1.COC1C=CC(B(O)O)=CC=1>>[Br:20][C:17]1[CH:18]=[CH:19][C:14]([O:13][C:7]2[CH:6]=[C:5]([CH2:4][C:3]([OH:35])=[O:2])[CH:10]=[CH:9][C:8]=2[O:11][CH3:12])=[C:15]([CH2:21][N:22]2[C@@H:26]([CH3:27])[C@@H:25]([C:28]3[CH:33]=[CH:32][CH:31]=[CH:30][CH:29]=3)[O:24][C:23]2=[O:34])[CH:16]=1. Procedure details: Prepared according to the procedure described in Example 19, Step 3, using the following starting materials: {3-[4-bromo-2-((4S,5R)-4-methyl-2-oxo-5-phenyl-oxazolidin-3-ylmethyl)-phenoxy]-4-methoxy-phenyl}-acetic acid methyl ester and 4-methoxyphenylboronic acid. The reactants are C(C)(C)(C)OC(NC=1SC(=CN1)C=O)=O ((5-formyl-thiazol-2-yl)-carbamic acid tert-butyl ester), C[Si](C)(C)C#N (trimethylsilyl cyanide). Reagents/catalysts: [Zn+2].[I-].[I-] (ZnI2). Run in ClCCl (dichloromethane). Reaction conditions: time 8 hour. Yields the product C(C)(C)(C)OC(NC=1SC(=CN1)C(CN)O)=O ([5-(2-amino-1-hydroxy-ethyl)-thiazol-2-yl]-carbamic acid tert-butyl ester). Reaction SMILES: [C:1]([O:5][C:6](=[O:15])[NH:7][C:8]1[S:9][C:10]([CH:13]=[O:14])=[CH:11][N:12]=1)([CH3:4])([CH3:3])[CH3:2].C[Si]([C:20]#[N:21])(C)C>ClCCl.[Zn+2].[I-].[I-]>[C:1]([O:5][C:6](=[O:15])[NH:7][C:8]1[S:9][C:10]([CH:13]([OH:14])[CH2:20][NH2:21])=[CH:11][N:12]=1)([CH3:4])([CH3:2])[CH3:3] |f:3.4.5|. Procedure: To a solution of compound 62.3 (4.5 mmol) in dichloromethane is added trimethylsilyl cyanide (“TMSCN”; 2.1 equivalents) and ZnI2 (10% mol). After stirring at room temperature overnight, the reaction is concentrated under vacuum. The crude cyanohydrin is dissolved in THF and treated with AlH3 (2.2 equivalents of a 0.5 M solution in THF). After stirring for 15 minutes, the reaction is quenched with the addition of saturated aqueous Na2SO4, is filtered through a pad of Celite, is dried and concentr... RXN SMILES: [Al+3:2].[CH3:29][CH2:30][O:31][CH2:32][CH3:33].[CH3:7][CH:8]1[CH2:9][CH2:10][CH:11]([n:14]2[cH:15][n:16][c:17]([C:19](=[O:20])[O:21][CH2:22][CH3:23])[cH:18]2)[CH2:12][CH2:13]1.[H-:1].[H-:4].[H-:5].[H-:6].[Li+:3].[Na+:34].[Na+:35].[O-:36][S:37](=[O:38])(=[O:39])[O-:40].[O:24]1[CH2:25][CH2:26][CH2:27][CH2:28]1>>[CH3:7][CH:8]1[CH2:9][CH2:10][CH:11]([n:14]2[cH:15][n:16][c:17]([CH2:19][OH:20])[cH:18]2)[CH2:12][CH2:13]1. Yields the product CC1CCC(n2cnc(CO)c2)CC1. The reactants are [Al+3], CCOCC, CCOC(=O)c1cn(C2CCC(C)CC2)cn1, [H-], [H-], [H-], [H-], [Li+], [Na+], [Na+], O=S(=O)([O-])[O-], C1CCOC1. The reactants are [H][H] (hydrogen), N (ammonia), O (water), C(C1=CC=CC=C1)=C(C(=O)O)CO (2-Benzylidene-3-hydroxypropionic acid). Reagents/catalysts: [C].[Pd] (palladium-carbon). Solvent: CO (methanol). Yields the product OCC(C(=O)O)CC1=CC=CC=C1 (2-hydroxymethyl-3-phenylpropionic acid). Yield: 93.0%. RXN SMILES: [CH:1](=[C:8]([CH2:12][OH:13])[C:9]([OH:11])=[O:10])[C:2]1[CH:7]=[CH:6][CH:5]=[CH:4][CH:3]=1.N.O.[H][H]>CO.[C].[Pd]>[OH:13][CH2:12][CH:8]([CH2:1][C:2]1[CH:7]=[CH:6][CH:5]=[CH:4][CH:3]=1)[C:9]([OH:11])=[O:10] |f:5.6|. Procedure details: 2-Benzylidene-3-hydroxypropionic acid (490.4 mg, 2.752 mmols) was dissolved in 7 ml of methanol, and 0.5 ml of 28% aqueous ammonia and 2 ml of water were added thereto. Then, 38 mg (water content 52.7%) of 5% palladium-carbon were added thereto, and catalytic reduction was conducted in a hydrogen atmosphere for 160 minutes. After the completion of the reaction, the reaction solution was filtered with Celite to remove the palladium-carbon. The resulting filtrate was subjected to the HPLC analysis... The reactants are [Na] (sodium), C(C)O (ethanol), ClC1=CC=C2C(=C(N(C2=C1)C)C(F)(F)F)C#N (6-chloro-3-cyano-1-methyl-2-(trifluoromethyl)indole), S(=O)(Cl)Cl (thionyl chloride). Run in C(Cl)(Cl)(Cl)Cl (carbon tetrachloride), C(C)OCC (diethyl ether). Conditions: time 0.5 hour. The product is ClC1=CC=C2C(=C(N(C2=C1)COCC)C(F)(F)F)C#N (6-Chloro-1-(ethoxymethyl)-2-(trifluoromethyl)indole-3-carbonitrile). Isolated yield 52.0%. As a reaction SMILES: [Cl:1][C:2]1[CH:10]=[C:9]2[C:5]([C:6]([C:16]#[N:17])=[C:7]([C:12]([F:15])([F:14])[F:13])[N:8]2[CH3:11])=[CH:4][CH:3]=1.S(Cl)(Cl)=O.[Na].[CH2:23]([OH:25])[CH3:24]>C(Cl)(Cl)(Cl)Cl.C(OCC)C>[Cl:1][C:2]1[CH:10]=[C:9]2[C:5]([C:6]([C:16]#[N:17])=[C:7]([C:12]([F:13])([F:14])[F:15])[N:8]2[CH2:11][O:25][CH2:23][CH3:24])=[CH:4][CH:3]=1 |^1:21|. Procedure details: A mixture of 6-chloro-3-cyano-1-methyl-2-(trifluoromethyl)indole (1.08 g, 4.2 mmole) and thionyl chloride (0.68 mL, 8.4 mmole) in carbon tetrachloride is heated at reflux temperature for 18 hours, cooled to room temperature and concentrated in vacuo for 18 hours to remove all volatiles. The residue is dissolved in ethanol and treated with a solution of sodium metal (0.38 g, 16 mmole) in ethanol, stirred or 0.5 hour at room temperature and diluted with diethyl ether. The diluted reaction mixture ... Reactants: CC=1N=CSC1 (4-methylthiazole), O1CCOCC1 (dioxane), BrCCO (2-bromoethanol). The solvent is CC(=O)C (acetone). Reaction conditions: time 0.5 hour. The product is [Br-].OCC[N+]1=CSC=C1C (N-[(2-hydroxy)ethyl]-4-methylthiazolium bromide). Reaction SMILES: [CH3:1][C:2]1[N:3]=[CH:4][S:5][CH:6]=1.[O:7]1CCO[CH2:9][CH2:8]1.[Br:13]CCO>CC(C)=O>[Br-:13].[OH:7][CH2:8][CH2:9][N+:3]1[C:2]([CH3:1])=[CH:6][S:5][CH:4]=1 |f:4.5|. Reported procedure: To the mixture of 4-methylthiazole (24 g) and dioxane (30 ml) was added 2-bromoethanol (40 g), and the resulting mixture was heated under reflux for 4 hours. To the reaction left standing at room temperature for about 0.5 hour was added acetone (100 ml) with stirring to give white to pale yellow solids, which were collected by filtration, washed with acetone and dried under reduced pressure.